This data is from the Open Reaction Database (ORD), a public repository of structured organic reaction records. The task is: describe an organic reaction: reactants, conditions, products, and yield Starting materials: CC1=CC(=C(C=C1)C(F)(F)P(OCC)(OCC)=O)[N+](=O)[O-] (diethyl (4-methyl-2-nitrophenyl)difluoromethylphosphonate). The reagents and catalysts are [Pd] (Pd—C). The solvent is CCOC(=O)C (EtOAc), CCO (EtOH). Reaction conditions: time 8 hour. Yields the product CC1=CC(=C(C=C1)C(F)(F)P(OCC)(OCC)=O)N (diethyl (4-methyl-2-aminophenyl)difluoromethylphosphonate). RXN SMILES: [CH3:1][C:2]1[CH:7]=[CH:6][C:5]([C:8]([P:11](=[O:18])([O:15][CH2:16][CH3:17])[O:12][CH2:13][CH3:14])([F:10])[F:9])=[C:4]([N+:19]([O-])=O)[CH:3]=1>CCOC(C)=O.CCO.[Pd]>[CH3:1][C:2]1[CH:7]=[CH:6][C:5]([C:8]([P:11](=[O:18])([O:15][CH2:16][CH3:17])[O:12][CH2:13][CH3:14])([F:9])[F:10])=[C:4]([NH2:19])[CH:3]=1. Reported procedure: Commercially available 4-iodo-3-nitrotoluene was reacted with diethyl bromodifluoromethylphosphonate under Cd coupling conditions using Example 25 to yield diethyl (4-methyl-2-nitrophenyl)difluoromethylphosphonate. The diethyl (4-methyl-2-nitrophenyl)difluoromethylphosphonate (500 mg, 1.55 mmol) was dissolved in EtOAc (10 mL) and EtOH (10 mL). Five percent Pd—C (approximately 20 mg) was added and the mixture placed under H2 (1 atm.) and stirred at room temperature overnight. The mixture was then... Starting materials: CN(C)c1ccncc1, [Cl-], O=C(O)C(c1c2c(nn1-c1ccc(Cl)cc1)CCCCC2)C1CCCCC1, NC1CCCCC1, O=S(Cl)Cl. The product is O=C(NC1CCCCC1)C(c1c2c(nn1-c1ccc(Cl)cc1)CCCCC2)C1CCCCC1. Reaction SMILES: [CH3:40][N:41]([c:42]1[cH:43][cH:44][n:45][cH:46][cH:47]1)[CH3:48].[Cl-:28].[Cl:1][c:2]1[cH:3][cH:4][c:5](-[n:8]2[n:9][c:10]3[c:11]([c:12]2[CH:13]([C:14](=[O:15])[OH:16])[CH:17]2[CH2:18][CH2:19][CH2:20][CH2:21][CH2:22]2)[CH2:23][CH2:24][CH2:25][CH2:26][CH2:27]3)[cH:6][cH:7]1.[NH2:33][CH:34]1[CH2:35][CH2:36][CH2:37][CH2:38][CH2:39]1.[S:29]([Cl:30])([Cl:31])=[O:32]>>[Cl:1][c:2]1[cH:3][cH:4][c:5](-[n:8]2[n:9][c:10]3[c:11]([c:12]2[CH:13]([C:14](=[O:15])[NH:33][CH:34]2[CH2:35][CH2:36][CH2:37][CH2:38][CH2:39]2)[CH:17]2[CH2:18][CH2:19][CH2:20][CH2:21][CH2:22]2)[CH2:23][CH2:24][CH2:25][CH2:26][CH2:27]3)[cH:6][cH:7]1.